From a dataset of the Open Reaction Database (ORD), a public repository of structured organic reaction records. describe an organic reaction: reactants, conditions, products, and yield Starting materials: BrC=1C=C2C(=CNC2=CC1)C1CC(=O)N(C1=O)C (3-(5-bromo-1H-indol-3-yl)-N-methylsuccinimide), [H-].[Al+3].[Li+].[H-].[H-].[H-] (lithium aluminum hydride). The solvent is O1CCCC1 (tetrahydrofuran). Reaction conditions: temperature 0 celsius, time 1 hour. Yields the product BrC=1C=C2C(=CNC2=CC1)C1CN(CC1)C (5-Bromo-3-(N-methylpyrrolidin-3-yl)-1H-indole). Yield: 59.7%. As a reaction SMILES: [Br:1][C:2]1[CH:3]=[C:4]2[C:8](=[CH:9][CH:10]=1)[NH:7][CH:6]=[C:5]2[CH:11]1[C:16](=O)[N:15]([CH3:18])[C:13](=O)[CH2:12]1.[H-].[Al+3].[Li+].[H-].[H-].[H-]>O1CCCC1>[Br:1][C:2]1[CH:3]=[C:4]2[C:8](=[CH:9][CH:10]=1)[NH:7][CH:6]=[C:5]2[CH:11]1[CH2:12][CH2:13][N:15]([CH3:18])[CH2:16]1 |f:1.2.3.4.5.6|. Procedure: To a stirred solution of 3-(5-bromo-1H-indol-3-yl)-N-methylsuccinimide (1.3 g, 4.2 mmol) in anhydrous tetrahydrofuran (12 mL) at 0° C., was added lithium aluminum hydride (1M solution in tetrahydrofuran, 9.3 mL, 9.3 mmol). The resulting mixture was heated to reflux under argon for 2 hours, then cooled to 0° C. and quenched with cold water (2 mL) and ammonium hydroxide (15 mL). The resulting solution was stirred at room temperature for 1 hour and then filtered through celite. The filtrate was eva...